The task is: describe an organic reaction: reactants, conditions, products, and yield. This data is from the Open Reaction Database (ORD), a public repository of structured organic reaction records. Reactants: CCO, Cl, CC1(C)CC(Nc2cc(OC3CC(COS(N)(=O)=O)C(O[Si](C)(C)C(C)(C)C)C3)ccn2)c2ccc(Cl)cc21. Product: CC1(C)CC(Nc2cc(OC3CC(O)C(COS(N)(=O)=O)C3)ccn2)c2ccc(Cl)cc21. Reaction SMILES: [CH3:41][CH2:42][OH:43].[ClH:40].[S:1]([NH2:2])([O:3][CH2:4][CH:5]1[CH:6]([O:30][Si:31]([C:32]([CH3:33])([CH3:34])[CH3:35])([CH3:36])[CH3:37])[CH2:7][CH:8]([O:10][c:11]2[cH:12][c:13]([NH:17][CH:18]3[CH2:19][C:20]([CH3:28])([CH3:29])[c:21]4[cH:22][c:23]([Cl:27])[cH:24][cH:25][c:26]43)[n:14][cH:15][cH:16]2)[CH2:9]1)(=[O:38])=[O:39]>>[S:1]([NH2:2])([O:3][CH2:4][CH:5]1[CH:6]([OH:30])[CH2:7][CH:8]([O:10][c:11]2[cH:12][c:13]([NH:17][CH:18]3[CH2:19][C:20]([CH3:28])([CH3:29])[c:21]4[cH:22][c:23]([Cl:27])[cH:24][cH:25][c:26]43)[n:14][cH:15][cH:16]2)[CH2:9]1)(=[O:38])=[O:39]. Reactants: CC(C)COC(=O)C(C)N, CCC(C)CC(=O)O, Cl. The product is CCC(C)CC(=O)NC(C)C(=O)OCC(C)C. As a reaction SMILES: [CH2:10]([CH:11]([CH3:12])[CH3:13])[O:14][C:15]([CH:16]([NH2:17])[CH3:18])=[O:19].[CH3:1][CH:2]([CH2:3][C:4](=[O:5])[OH:6])[CH2:7][CH3:8].[ClH:9]>>[CH3:1][CH:2]([CH2:3][C:4](=[O:6])[NH:17][CH:16]([C:15]([O:14][CH2:10][CH:11]([CH3:12])[CH3:13])=[O:19])[CH3:18])[CH2:7][CH3:8]. Starting materials: BrC=1C=C(C=CC1)S(=O)(=O)C=1C=C(SC1SC)C#N (4-(3-Bromo-benzenesulfonyl)-5-methylsulfanyl-thiophene-2-carbonitrile), CN1CCNCC1 (N-methylpiperazine), C=1C=CC(=CC1)P(C=2C=CC=CC2)C3=CC=C4C=CC=CC4=C3C5=C6C=CC=CC6=CC=C5P(C=7C=CC=CC7)C=8C=CC=CC8 (BINAP), CsCO3, C1(=CC=CC=C1)C (toluene). Reagents/catalysts: CC(=O)[O-].CC(=O)[O-].[Pd+2] (Pd(OAc)2). Run in CO.C(Cl)(Cl)Cl (MeOH CHCl3). Conditions: temperature 100 celsius. Product: CN1CCN(CC1)C=1C=C(C=CC1)S(=O)(=O)C=1C=C(SC1SC)C#N (4-[3-(4-methyl-piperazin-1-yl)-benzenesulfonyl]-5-methylsulfanyl-thiophene-2-carbonitrile). Yield: 9.8%. RXN SMILES: Br[C:2]1[CH:3]=[C:4]([S:8]([C:11]2[CH:12]=[C:13]([C:18]#[N:19])[S:14][C:15]=2[S:16][CH3:17])(=[O:10])=[O:9])[CH:5]=[CH:6][CH:7]=1.[CH3:20][N:21]1[CH2:26][CH2:25][NH:24][CH2:23][CH2:22]1.C1C=CC(P(C2C(C3C(P(C4C=CC=CC=4)C4C=CC=CC=4)=CC=C4C=3C=CC=C4)=C3C(C=CC=C3)=CC=2)C2C=CC=CC=2)=CC=1.C1(C)C=CC=CC=1>CC([O-])=O.CC([O-])=O.[Pd+2].CO.C(Cl)(Cl)Cl>[CH3:20][N:21]1[CH2:26][CH2:25][N:24]([C:2]2[CH:3]=[C:4]([S:8]([C:11]3[CH:12]=[C:13]([C:18]#[N:19])[S:14][C:15]=3[S:16][CH3:17])(=[O:10])=[O:9])[CH:5]=[CH:6][CH:7]=2)[CH2:23][CH2:22]1 |f:4.5.6,7.8|. Reported procedure: To a flask containing 0.15 g (0.4 mmol) of 4-(3-bromo-benzenesulfonyl)-5-methylsulfanyl-thiophene-2-carbonitrile (Example 286: step f), 44.1 μL (0.4 mmol) of N-methylpiperazine, 4.5 mg (0.02 mmol) of Pd(OAc)2, 24.8 mg (0.04 mmol) of BINAP, and 195 mg (0.6 mmol) of CsCO3 was added 2.5 mL of toluene. The flask was purged with Ar, and heated to 100° C. for 16 h. The reaction was then concentrated in vacuo and purified by preparative TLC (50%-EtOAc-Hexane), isolating the low Rf material, which was s... The reactants are FC(CCS(=O)(=O)CC#N)(C(F)(F)F)F ((3,3,4,4,4-Pentafluoro-butane-1-sulfonyl)-acetonitrile), FC(F)(F)SCCOS(=O)(=O)C(F)(F)F (trifluoro-methanesulfonic acid 2-trifluoromethylsulfanyl-ethyl ester), C(=O)([O-])[O-].[K+].[K+] (K2CO3). Run in COCCOC (1,2-dimethoxyethane), O (H2O). Reaction conditions: time 8 hour. The product is FC(CCS(=O)(=O)C(C#N)CCSC(F)(F)F)(C(F)(F)F)F (2-(3,3,4,4,4-Pentafluoro-butane-1-sulfonyl)-4-trifluoromethylsulfanyl-butyronitrile). As a reaction SMILES: [F:1][C:2]([F:15])([C:11]([F:14])([F:13])[F:12])[CH2:3][CH2:4][S:5]([CH2:8][C:9]#[N:10])(=[O:7])=[O:6].[F:16][C:17]([S:20][CH2:21][CH2:22]OS(C(F)(F)F)(=O)=O)([F:19])[F:18].C([O-])([O-])=O.[K+].[K+]>COCCOC.O>[F:15][C:2]([F:1])([C:11]([F:12])([F:13])[F:14])[CH2:3][CH2:4][S:5]([CH:8]([CH2:22][CH2:21][S:20][C:17]([F:19])([F:18])[F:16])[C:9]#[N:10])(=[O:6])=[O:7] |f:2.3.4|. Reported procedure: A mixture of (3,3,4,4,4-Pentafluoro-butane-1-sulfonyl)-acetonitrile (WO2007/060839) (0.50 g, 1.99 mmol), trifluoro-methanesulfonic acid 2-trifluoromethylsulfanyl-ethyl ester (WO 2007/147888) (0.55 g, 1.99 mmol), and K2CO3 (0.82 g, 5.97 mmol) in 1,2-dimethoxyethane (20 mL) was stirred under nitrogen at room temperature overnight. The reaction mixture was diluted with H2O (50 mL) and extracted with ethyl acetate (2×50 mL). The combined organic extracts were washed with brine (100 mL), dried over N... Reactants: C(C)OC(C=C1C(CN(CC1)C(=O)OC(C)(C)C)(F)F)=O (tert-butyl 4-(2-ethoxy-2-oxoethylidene)-3,3-difluoropiperidine-1-carboxylate). Reagents/catalysts: [Pd] (Pd/C). Run in CCO (EtOH). Yields the product C(C)OC(CC1C(CN(CC1)C(=O)OC(C)(C)C)(F)F)=O (tert-Butyl 4-(2-ethoxy-2-oxoethyl)-3,3-difluoropiperidine-1-carboxylate). Reaction SMILES: [CH2:1]([O:3][C:4](=[O:21])[CH:5]=[C:6]1[CH2:11][CH2:10][N:9]([C:12]([O:14][C:15]([CH3:18])([CH3:17])[CH3:16])=[O:13])[CH2:8][C:7]1([F:20])[F:19])[CH3:2]>CCO.[Pd]>[CH2:1]([O:3][C:4](=[O:21])[CH2:5][CH:6]1[CH2:11][CH2:10][N:9]([C:12]([O:14][C:15]([CH3:16])([CH3:17])[CH3:18])=[O:13])[CH2:8][C:7]1([F:19])[F:20])[CH3:2]. Procedure details: In a flame dried round-bottomed flask equipped with a magnetic stir bar, a suspension of tert-butyl 4-(2-ethoxy-2-oxoethylidene)-3,3-difluoropiperidine-1-carboxylate (462 mg, 1.51 mmol) and Pd/C (10%, 70 mg) in dry EtOH (8 mL) was stirred at rt under a H2 atmospheric pressure until completion of the reaction. The mixture was then filtered, washed with EA/EtOH, and the filtrate concentrated under reduced pressure. The crude residue was purified by FC (hept-EA, 1:0→1:1) and the title compound obta... RXN SMILES: [Br:1][C:2]1[CH:8]=[CH:7][C:5]([NH2:6])=[CH:4][CH:3]=1.[Br:9][CH:10]([CH2:14][CH2:15][Br:16])[C:11](Cl)=[O:12].Cl>ClCCl.C(N(CC)CC)C>[Br:9][CH:10]([CH2:14][CH2:15][Br:16])[C:11]([NH:6][C:5]1[CH:7]=[CH:8][C:2]([Br:1])=[CH:3][CH:4]=1)=[O:12]. Reaction conditions: time 5 hour. The product is crude product, BrC(C(=O)NC1=CC=C(C=C1)Br)CCBr (2,4-Dibromo-N-(4-bromophenyl)butanamide). Procedure details: To a solution of 4-bromoaniline (1.73 g) in dichloromethane (40 ml), triethylamine (2.8 ml) and a solution of 2,4-dibromobutyryl chloride (3.2 g) in dichloromethane (10 ml) were added under ice cooling, and the mixture was stirred at room temperature for 5 hours. After addition of 1 N hydrochloric acid to the reaction solution, the mixture was separated into two layers. The aqueous layer was subjected to extraction with chloroform. The organic layers were combined, washed with a saturated aqueou... The solvent is ClCCl (dichloromethane), C(C)N(CC)CC (triethylamine), ClCCl (dichloromethane). Reactants: Cl (hydrochloric acid), BrC1=CC=C(N)C=C1 (4-bromoaniline), BrC(C(=O)Cl)CCBr (2,4-dibromobutyryl chloride).